From a dataset of the Open Reaction Database (ORD), a public repository of structured organic reaction records. describe an organic reaction: reactants, conditions, products, and yield Starting materials: [C@H]12N[C@@H](C[C@@H]2C1)CNC(=O)C1=C(N=C2SC=CN21)C (6-methyl-imidazo[2,1-b]thiazole-5-carboxylic acid [(1S,3S,5S)-2-aza-bicyclo[3.1.0]hex-3-ylmethyl]-amide), CC=1SC(=C(N1)C(=O)O)C=1C=C(C=CC1)C (2-methyl-5-m-tolyl-thiazole-4-carboxylic acid). Product: CC=1SC(=C(N1)C(=O)N1[C@H]2C[C@H]2C[C@H]1CNC(=O)C1=C(N=C2SC=CN21)C)C=2C=C(C=CC2)C (6-methyl-imidazo[2,1-b]thiazole-5-carboxylic acid [(1S,3S,5S)-2-(2-methyl-5-m-tolyl-thiazole-4-carbonyl)-2-aza-bicyclo[3.1.0]hex-3-ylmethyl]-amide). As a reaction SMILES: [C@H:1]12[CH2:6][C@H:5]1[CH2:4][C@@H:3]([CH2:7][NH:8][C:9]([C:11]1[N:18]3[C:14]([S:15][CH:16]=[CH:17]3)=[N:13][C:12]=1[CH3:19])=[O:10])[NH:2]2.[CH3:20][C:21]1[S:22][C:23]([C:29]2[CH:30]=[C:31]([CH3:35])[CH:32]=[CH:33][CH:34]=2)=[C:24]([C:26](O)=[O:27])[N:25]=1>>[CH3:20][C:21]1[S:22][C:23]([C:29]2[CH:30]=[C:31]([CH3:35])[CH:32]=[CH:33][CH:34]=2)=[C:24]([C:26]([N:2]2[C@H:3]([CH2:7][NH:8][C:9]([C:11]3[N:18]4[C:14]([S:15][CH:16]=[CH:17]4)=[N:13][C:12]=3[CH3:19])=[O:10])[CH2:4][C@H:5]3[C@@H:1]2[CH2:6]3)=[O:27])[N:25]=1. Procedure: prepared by reaction of 6-methyl-imidazo[2,1-b]thiazole-5-carboxylic acid [(1S,3S,5S)-2-aza-bicyclo[3.1.0]hex-3-ylmethyl]-amide with 2-methyl-5-m-tolyl-thiazole-4-carboxylic acid. LC-MS (basic): tR=1.33 min; [M+H]+=492.1.